From a dataset of the Open Reaction Database (ORD), a public repository of structured organic reaction records. describe an organic reaction: reactants, conditions, products, and yield The reactants are n-butyllithium(n-BuLi)hexane, ClC1=CC(=C(C=C1)NC(=O)C=1C=C(C=CC1)C1=CC=CC=C1)I (N-(4-chloro-2-iodophenyl)biphenyl-3-carboxamide), C(=O)=O (Dry ice). Solvent: C(C)(=O)OCC (ethyl acetate), C1CCOC1 (THF). Run at time 0.5 hour. The product is C1(=CC(=CC=C1)C(=O)NC1=C(C(=O)O)C=C(C=C1)Cl)C1=CC=CC=C1 (2-[(biphenyl-3-ylcarbonyl)amino]-5-chlorobenzoic acid). Yield: 14.0%. As a reaction SMILES: [Cl:1][C:2]1[CH:7]=[CH:6][C:5]([NH:8][C:9]([C:11]2[CH:12]=[C:13]([C:17]3[CH:22]=[CH:21][CH:20]=[CH:19][CH:18]=3)[CH:14]=[CH:15][CH:16]=2)=[O:10])=[C:4](I)[CH:3]=1.[C:24](=[O:26])=[O:25]>C1COCC1.C(OCC)(=O)C>[C:13]1([C:17]2[CH:22]=[CH:21][CH:20]=[CH:19][CH:18]=2)[CH:14]=[CH:15][CH:16]=[C:11]([C:9]([NH:8][C:5]2[CH:6]=[CH:7][C:2]([Cl:1])=[CH:3][C:4]=2[C:24]([OH:26])=[O:25])=[O:10])[CH:12]=1. Reported procedure: 433 mg (1.0 mmol) of N-(4-chloro-2-iodophenyl)biphenyl-3-carboxamide was dissolved in 5 mL of THF solution, and 1.6M n-butyllithium(n-BuLi)hexane solution (1.25 mL) was added dropwise under an Ar atmosphere at −78° C. The mixture was stirred for 0.5 hours. Dry ice was added thereto, and the mixture was stirred at room temperature for 2 hours. The reaction mixture was diluted with ethyl acetate, washed with 1N hydrochloric acid and saturated saline, and dried over anhydrous sodium sulfate. The re... Reactants: CS(=O)(=O)C1=NC(=C(C(=N1)OC(C)C)C1=CC=C(C=C1)Cl)C1=C(C=C(C=C1)Cl)Cl (2-(Methylsulfonyl)-4-isopropyloxy-5-(4-chlorophenyl)-6-(2,4-dichlorophenyl)pyrimidine), [H-].[Na+] (sodium hydride), FC=1C=C(CO)C=CC1F (3,4-difluorobenzyl alcohol). Yields the product FC=1C=C(COC2=NC(=C(C(=N2)OC(C)C)C2=CC=C(C=C2)Cl)C2=C(C=C(C=C2)Cl)Cl)C=CC1F (2-(3,4-Difluorobenzyloxy)-4-isopropyloxy-5-(4-chlorophenyl)-6-(2,4-dichlorophenyl)pyrimidine). RXN SMILES: CS([C:5]1[N:10]=[C:9]([O:11][CH:12]([CH3:14])[CH3:13])[C:8]([C:15]2[CH:20]=[CH:19][C:18]([Cl:21])=[CH:17][CH:16]=2)=[C:7]([C:22]2[CH:27]=[CH:26][C:25]([Cl:28])=[CH:24][C:23]=2[Cl:29])[N:6]=1)(=O)=O.[H-].[Na+].[F:32][C:33]1[CH:34]=[C:35]([CH:38]=[CH:39][C:40]=1[F:41])[CH2:36][OH:37]>>[F:32][C:33]1[CH:34]=[C:35]([CH:38]=[CH:39][C:40]=1[F:41])[CH2:36][O:37][C:5]1[N:10]=[C:9]([O:11][CH:12]([CH3:14])[CH3:13])[C:8]([C:15]2[CH:20]=[CH:19][C:18]([Cl:21])=[CH:17][CH:16]=2)=[C:7]([C:22]2[CH:27]=[CH:26][C:25]([Cl:28])=[CH:24][C:23]=2[Cl:29])[N:6]=1 |f:1.2|. Procedure: 2-(Methylsulfonyl)-4-isopropyloxy-5-(4-chlorophenyl)-6-(2,4-dichlorophenyl)pyrimidine (LRf from Example 126) was reacted with 2 equivalents each of sodium hydride and 3,4-difluorobenzyl alcohol by the procedure described in Example 16 to afford the title compound: HPLC/MS: m/e=535 (M++1); Rt=4.99 min. 1H-NMR 500 MHz (CDCl3): δ 1.45 (d, J=8 Hz, 6H), 5.28-5.35 (m, 1H), 5.22 (s, 2H), 7.02-7.21 (m, 9H), 7.35 (d, J=2 Hz, 1H). Starting materials: C(CCCCCCC\C=C/CCCCCCCC)(=O)O (oleic acid), CO (methanol), C(CCCCCCC\C=C/CCCCCCCC)(=O)O (oleic acid). Reagents/catalysts: catalyst. Reaction conditions: temperature 170 celsius. Product: C(CCCCCCC\C=C/CCCCCCCC)(=O)OC (Methyl oleate). Reaction SMILES: [C:1]([OH:20])(=[O:19])[CH2:2][CH2:3][CH2:4][CH2:5][CH2:6][CH2:7][CH2:8]/[CH:9]=[CH:10]\[CH2:11][CH2:12][CH2:13][CH2:14][CH2:15][CH2:16][CH2:17][CH3:18].[CH3:21]O>>[C:1]([O:20][CH3:21])(=[O:19])[CH2:2][CH2:3][CH2:4][CH2:5][CH2:6][CH2:7][CH2:8]/[CH:9]=[CH:10]\[CH2:11][CH2:12][CH2:13][CH2:14][CH2:15][CH2:16][CH2:17][CH3:18]. Procedure details: Methyl oleate was prepared as follows: A reactor was charged with 500 grams oleic acid, 58 grams methanol and 5 weight percent (based on the oleic acid) of the catalyst of Example I. Heating was begun to 140° C. and a water/methanol mixture began distilling at about 80° C. Subsurface addition of methanol (29 grams/hour) was begun while heating to 170° C. The reaction was terminated when the acid value of the reaction mixture reached about 1 . The methyl oleate, after filtering with a diatomaceou... The reactants are NC1=CC=CC=C1 (Aniline), BrC(C(=O)OCC)(C)C (ethyl 2-bromoisobutyrate), C([O-])([O-])=O.[K+].[K+] (potassium carbonate). Run in CN(C)C=O (DMF). The product is N(C1=CC=CC=C1)C(C(=O)OCC)(C)C (ethyl 2-anilino-2-methylpropanoate). Reaction SMILES: [NH2:1][C:2]1[CH:7]=[CH:6][CH:5]=[CH:4][CH:3]=1.Br[C:9]([CH3:16])([CH3:15])[C:10]([O:12][CH2:13][CH3:14])=[O:11].C(=O)([O-])[O-].[K+].[K+]>CN(C=O)C>[NH:1]([C:9]([CH3:16])([CH3:15])[C:10]([O:12][CH2:13][CH3:14])=[O:11])[C:2]1[CH:7]=[CH:6][CH:5]=[CH:4][CH:3]=1 |f:2.3.4|. Reported procedure: Aniline, ethyl 2-bromoisobutyrate and potassium carbonate were reacted in DMF at 90° C. to obtain ethyl 2-anilino-2-methylpropanoate. Reactants: FC1=C(C=C(C(=C1)OC1=CC(=NC=C1)NC(=O)N1CC(C1)O)F)NC(=O)CC1(CC1)CC(=O)NC1=CC=C(C=C1)F (N-{2,5-Difluoro-4-[(2-{[(3-hydroxyazetidin-1-yl)carbonyl]amino}pyridin-4-yl)oxy]phenyl}-N′-(4-fluorophenyl)cyclopropane-1,1-dicarboxyamide), Cl (hydrochloric acid), O (water). Run in CC(=O)C (acetone), CC(=O)C (acetone). Conditions: temperature 50 celsius, time 5 minute. Product: Cl.FC1=C(C=C(C(=C1)OC1=CC(=NC=C1)NC(=O)N1CC(C1)O)F)NC(=O)CC1(CC1)CC(=O)NC1=CC=C(C=C1)F (N-{2,5-Difluoro-4-[(2-{[(3-hydroxyazetidin-1-yl)carbonyl]amino}pyridin-4-yl)oxy]phenyl}-N′-(4-fluorophenyl)cyclopropane-1,1-dicarboxyamide hydrochloride). The yield is 80.0%. RXN SMILES: [F:1][C:2]1[CH:7]=[C:6]([O:8][C:9]2[CH:14]=[CH:13][N:12]=[C:11]([NH:15][C:16]([N:18]3[CH2:21][CH:20]([OH:22])[CH2:19]3)=[O:17])[CH:10]=2)[C:5]([F:23])=[CH:4][C:3]=1[NH:24][C:25]([CH2:27][C:28]1([CH2:31][C:32]([NH:34][C:35]2[CH:40]=[CH:39][C:38]([F:41])=[CH:37][CH:36]=2)=[O:33])[CH2:30][CH2:29]1)=[O:26].[ClH:42].O>CC(C)=O>[ClH:42].[F:1][C:2]1[CH:7]=[C:6]([O:8][C:9]2[CH:14]=[CH:13][N:12]=[C:11]([NH:15][C:16]([N:18]3[CH2:19][CH:20]([OH:22])[CH2:21]3)=[O:17])[CH:10]=2)[C:5]([F:23])=[CH:4][C:3]=1[NH:24][C:25]([CH2:27][C:28]1([CH2:31][C:32]([NH:34][C:35]2[CH:36]=[CH:37][C:38]([F:41])=[CH:39][CH:40]=2)=[O:33])[CH2:30][CH2:29]1)=[O:26] |f:4.5|. Reported procedure: N-{2,5-Difluoro-4-[(2-{[(3-hydroxyazetidin-1-yl)carbonyl]amino}pyridin-4-yl)oxy]phenyl}-N′-(4-fluorophenyl)cyclopropane-1,1-dicarboxyamide (32.5 mg) was suspended in acetone (0.325 ml). 5N hydrochloric acid (0.012 ml) was added at room temperature. After adding water (0.151 ml), the mixture was heated and stirred at 50° C. for 5 minutes to form a solution. The solution was stirred at room temperature for 30 minutes, acetone (0.325 ml) was added, and stirring was continued for 26 hours. The preci...